From a dataset of the Open Reaction Database (ORD), a public repository of structured organic reaction records. describe an organic reaction: reactants, conditions, products, and yield Starting materials: CNC (Dimethylamine), ClC1=NC(=NC(=C1)Cl)NC1=CC=CC=C1 (4,6-dichloro-N-phenyl-2-pyrimidinamine). Solvent: O1CCCC1 (tetrahydrofuran), O1CCCC1 (tetrahydrofuran), C(C)(C)N(C(C)C)CC (N,N-diisopropylethylamine). Run at time 8 hour. The product is ClC1=CC(=NC(N1C1=CC=CC=C1)N)N(C)C (6-chloro-N4, N4-dimethyl-1-phenyl-2,4-pyrimidinediamine). Yield: 80.0%. RXN SMILES: [CH3:1][NH:2][CH3:3].Cl[C:5]1[CH:10]=[C:9]([Cl:11])[N:8]=[C:7]([NH:12][C:13]2[CH:18]=[CH:17][CH:16]=[CH:15][CH:14]=2)[N:6]=1>O1CCCC1.C(N(CC)C(C)C)(C)C>[Cl:11][C:9]1[N:12]([C:13]2[CH:18]=[CH:17][CH:16]=[CH:15][CH:14]=2)[CH:7]([NH2:8])[N:6]=[C:5]([N:2]([CH3:3])[CH3:1])[CH:10]=1. Reported procedure: Dimethylamine in tetrahydrofuran (2M, 15 mL) was added to a solution of 4,6-dichloro-N-phenyl-2-pyrimidinamine (0.715 g, 2.97 mmol) in tetrahydrofuran (30 mL) and N,N-diisopropylethylamine (0.52 mL). The resulting mixture was stirred at room temperature overnight. The solvent was removed and the crude material was purified by flash chromatography on silica gel, eluting with ethyl acetate/hexane (1:9). The eluent was removed, giving 6-chloro-N4, N4-dimethyl-1-phenyl-2,4-pyrimidinediamine (0.592 g... Reactants: CC1(C)C(C=C2CCSC2=O)C1C(=O)O, CCO, COC(=NC(C)C)NC(C)C. Product: COC(=O)C1C(C=C2CCSC2=O)C1(C)C. As a reaction SMILES: [CH3:1][C:2]1([CH3:15])[CH:3]([C:12](=[O:13])[OH:14])[CH:4]1[CH:5]=[C:6]1[C:7](=[O:11])[S:8][CH2:9][CH2:10]1.[CH3:27][CH2:28][OH:29].[CH:16]([NH:17][C:18](=[N:19][CH:20]([CH3:21])[CH3:22])[O:23][CH3:24])([CH3:25])[CH3:26]>>[CH3:1][C:2]1([CH3:15])[CH:3]([C:12](=[O:13])[O:14][CH3:16])[CH:4]1[CH:5]=[C:6]1[C:7](=[O:11])[S:8][CH2:9][CH2:10]1. Reactants: C1(CCCCC1)N1C(C2=CC=CC=C2C1O)=O (2-cyclohexyl-3-hydroxyisoindolin-1-one), N1(CCCCC1)C(=O)C=P(C1=CC=CC=C1)(C1=CC=CC=C1)C1=CC=CC=C1 (piperidinocarbonylmethylenetriphenylphosphorane). Solvent: C1(=CC=CC=C1)C (toluene). Product: C1(CCCCC1)N1C(C2=CC=CC=C2C1CC(=O)N1CCCCC1)=O (2-cyclohexyl-3-piperidinocarbonylmethylisoindolin-1-one). The yield is 73.6%. Reaction SMILES: [CH:1]1([N:7]2[CH:15]([OH:16])[C:14]3[C:9](=[CH:10][CH:11]=[CH:12][CH:13]=3)[C:8]2=O)[CH2:6][CH2:5][CH2:4][CH2:3][CH2:2]1.[N:18]1([C:24]([CH:26]=P(C2C=CC=CC=2)(C2C=CC=CC=2)C2C=CC=CC=2)=[O:25])[CH2:23][CH2:22][CH2:21][CH2:20][CH2:19]1>C1(C)C=CC=CC=1>[CH:1]1([N:7]2[CH:8]([CH2:26][C:24]([N:18]3[CH2:23][CH2:22][CH2:21][CH2:20][CH2:19]3)=[O:25])[C:9]3[C:14](=[CH:13][CH:12]=[CH:11][CH:10]=3)[C:15]2=[O:16])[CH2:2][CH2:3][CH2:4][CH2:5][CH2:6]1. Reported procedure: A solution of 1.2 g of 2-cyclohexyl-3-hydroxyisoindolin-1-one and 2.2 g of piperidinocarbonylmethylenetriphenylphosphorane in toluene (30 ml) was refluxed for 3 hours. After cooling, the toluene was distilled off and ether was added whereupon triphenylphosphine oxide separated out. After filtration, the filtrate was allowed to stand to giving crude crystals. Recrystallization from ether gave 1.3 g of 2-cyclohexyl-3-piperidinocarbonylmethylisoindolin-1-one.